describe an organic reaction: reactants, conditions, products, and yield From a dataset of the Open Reaction Database (ORD), a public repository of structured organic reaction records. The solvent is C1(=CC=CC=C1)C (toluene), C1(=CC=CC=C1)C (toluene). Conditions: time 40 minute. The product is ClC=1C=C(CN2CC=C(C=C2)C=O)C=CC1Cl (1-(3,4-dichlorobenzyl)-4-formylpyridine). As a reaction SMILES: CC(C[AlH]CC(C)C)C.[Cl:10][C:11]1[CH:12]=[C:13]([CH:26]=[CH:27][C:28]=1[Cl:29])[CH2:14][N:15]1[CH2:25][CH2:24][CH:18]([C:19](OCC)=[O:20])[CH2:17][CH2:16]1.C(=O)(O)[O-].[Na+]>C1(C)C=CC=CC=1>[Cl:10][C:11]1[CH:12]=[C:13]([CH:26]=[CH:27][C:28]=1[Cl:29])[CH2:14][N:15]1[CH:16]=[CH:17][C:18]([CH:19]=[O:20])=[CH:24][CH2:25]1 |f:2.3|. Procedure: A 1.5 M solution of DIBAL-H™ in toluene (1.27 ml, 1.90 mmol) was added dropwise over 10 min. to a solution of ethyl 1-(3,4-dichlorobenzyl)isonipecotate (500 mg, 1.58 mmol) in toluene solution (5 ml) at −78° C. After 40 min., aqueous sodium bicarbonate solution was added and the reaction mixture was warmed to room temperature. The product was extracted into diethyl ether. The organic layer was dried over magnesium sulfate, filtered and concentrated to provide 1-(3,4-dichlorobenzyl)-4-formylpyridi... Yield: 101.5%. The reactants are solution, CC(C)C[AlH]CC(C)C (DIBAL-H), ClC=1C=C(CN2CCC(C(=O)OCC)CC2)C=CC1Cl (ethyl 1-(3,4-dichlorobenzyl)isonipecotate), C([O-])(O)=O.[Na+] (sodium bicarbonate). The reactants are CN1CCCC1=O, O=[N+]([O-])c1ccc(F)cc1, NCCNCCO, O. Product: O=[N+]([O-])c1ccc(NCCNCCO)cc1. As a reaction SMILES: [CH3:18][N:19]1[CH2:20][CH2:21][CH2:22][C:23]1=[O:24].[F:1][c:2]1[cH:3][cH:4][c:5]([N+:8](=[O:9])[O-:10])[cH:6][cH:7]1.[NH2:11][CH2:12][CH2:13][NH:14][CH2:15][CH2:16][OH:17].[OH2:25]>>[c:2]1([NH:11][CH2:12][CH2:13][NH:14][CH2:15][CH2:16][OH:17])[cH:3][cH:4][c:5]([N+:8](=[O:9])[O-:10])[cH:6][cH:7]1. Reactants: ClC=1C=C2C=3C=CN=CC3NC2=C(C1)NC(=O)C1N(CC(OC1)(C)C)CC(C)N (4-(2-Amino-propyl)-6,6-dimethyl-morpholine-3-carboxylic acid (6-chloro-9H-β-carbolin-8yl)-amide), C(C)(=O)OC(C)=O (acetic anhydride), C(C)(=O)[O-].[NH4+] (ammonium acetate). Product: ClC=1C=C2C=3C=CN=CC3NC2=C(C1)NC(=O)[C@H]1N(CC(OC1)(C)C)C[C@H](C)NC(C)=O (4-((S)-2-Acetylamino-propyl)-6,6-dimethyl-morpholine-3-(S)-carboxylic acid (6-chloro-9H-b-carbolin-8-yl)-amide). Reaction SMILES: [Cl:1][C:2]1[CH:3]=[C:4]2[C:12](=[C:13]([NH:15][C:16]([CH:18]3[CH2:23][O:22][C:21]([CH3:25])([CH3:24])[CH2:20][N:19]3[CH2:26][CH:27]([NH2:29])[CH3:28])=[O:17])[CH:14]=1)[NH:11][C:10]1[CH:9]=[N:8][CH:7]=[CH:6][C:5]2=1.[C:30](OC(=O)C)(=[O:32])[CH3:31].C([O-])(=O)C.[NH4+]>>[Cl:1][C:2]1[CH:3]=[C:4]2[C:12](=[C:13]([NH:15][C:16]([C@@H:18]3[CH2:23][O:22][C:21]([CH3:24])([CH3:25])[CH2:20][N:19]3[CH2:26][C@@H:27]([NH:29][C:30](=[O:32])[CH3:31])[CH3:28])=[O:17])[CH:14]=1)[NH:11][C:10]1[CH:9]=[N:8][CH:7]=[CH:6][C:5]2=1 |f:2.3|. Reported procedure: The desired compound was prepared according to the previous example from 4-(2-Amino-propyl)-6,6-dimethyl-morpholine-3-carboxylic acid (6-chloro-9H-β-carbolin-8yl)-amide (3 CF3COOH salt) and acetic anhydride. 1H-NMR (300 MHz, methyl-d3 alcohol-d): δ 1.15 (d, 3H), 1.23 (s, 3H), 1.39 (s, 3H), 1.98 (s, 3H), 2.24 (d, 1H), 2.38 (m, 1H), 2.68 (m, 1H), 2.92 (d, 1H), 3.24 (m, 1H), 3.98 (m, 2H), 4.22 (m, H), 7.78 (d, 1H), 7.98 (m, 2H), 8.27 (d, 1H), 8.84 (s, 1H). Retention Time (LC, method: ammonium aceta... Starting materials: ClC(Cl)(Cl)Cl, CCOC(=O)c1cncnc1Nc1ccccc1NC(C)C, [Na+], C1COCCO1, [OH-], c1ccc(P(c2ccccc2)c2ccccc2)cc1. The product is CC(C)N1C(=O)c2cncnc2Nc2ccccc21. As a reaction SMILES: [C:44]([Cl:45])([Cl:46])([Cl:47])[Cl:48].[CH2:1]([O:3][C:4](=[O:2])[c:6]1[c:7]([NH:12][c:13]2[c:14]([NH:19][CH:20]([CH3:21])[CH3:22])[cH:15][cH:16][cH:17][cH:18]2)[n:8][cH:9][n:10][cH:11]1)[CH3:5].[Na+:24].[O:49]1[CH2:50][CH2:51][O:52][CH2:53][CH2:54]1.[OH-:23].[c:25]1([P:26]([c:27]2[cH:28][cH:29][cH:30][cH:31][cH:32]2)[c:33]2[cH:34][cH:35][cH:36][cH:37][cH:38]2)[cH:39][cH:40][cH:41][cH:42][cH:43]1>>[O:3]=[C:4]1[c:6]2[c:7]([n:8][cH:9][n:10][cH:11]2)[NH:12][c:13]2[c:14]([cH:15][cH:16][cH:17][cH:18]2)[N:19]1[CH:20]([CH3:21])[CH3:22]. Reactants: C([O-])([O-])=O.[K+].[K+] (potassium carbonate), FC(C(=O)N1C(CCC1)C1=CC2=C(N=C(N2)C2=NC=CN=C2)C=C1OC1=CC=C(C=C1)S(=O)(=O)C)(F)F (2,2,2-trifluoro-1-(2-(6-(4-methanesulfonyl-phenoxy)-2-pyrazin-2-yl-3H-benzimidazol-5-yl)-pyrrolidin-1-yl)-ethanone). Solvent: CO (methanol), O (water). Conditions: time 8 hour. The product is CS(=O)(=O)C1=CC=C(OC2=CC3=C(NC(=N3)C3=NC=CN=C3)C=C2C2NCCC2)C=C1 (5-(4-methanesulfonyl-phenoxy)-2-pyrazin-2-yl-6-pyrrolidin-2-yl-1H-benzimidazole). Reaction SMILES: C(=O)([O-])[O-].[K+].[K+].FC(F)(F)C([N:11]1[CH2:15][CH2:14][CH2:13][CH:12]1[C:16]1[C:30]([O:31][C:32]2[CH:37]=[CH:36][C:35]([S:38]([CH3:41])(=[O:40])=[O:39])=[CH:34][CH:33]=2)=[CH:29][C:19]2[N:20]=[C:21]([C:23]3[CH:28]=[N:27][CH:26]=[CH:25][N:24]=3)[NH:22][C:18]=2[CH:17]=1)=O>CO.O>[CH3:41][S:38]([C:35]1[CH:36]=[CH:37][C:32]([O:31][C:30]2[C:16]([CH:12]3[CH2:13][CH2:14][CH2:15][NH:11]3)=[CH:17][C:18]3[NH:22][C:21]([C:23]4[CH:28]=[N:27][CH:26]=[CH:25][N:24]=4)=[N:20][C:19]=3[CH:29]=2)=[CH:33][CH:34]=1)(=[O:40])=[O:39] |f:0.1.2|. Procedure: 55 mg of potassium carbonate was added to a solution of 40 mg of 2,2,2-trifluoro-1-(2-(6-(4-methanesulfonyl-phenoxy)-2-pyrazin-2-yl-3H-benzimidazol-5-yl)-pyrrolidin-1-yl)-ethanone in a mixture of 1.6 ml of methanol and 0.4 ml of water, and the reaction liquid was stirred overnight at room temperature. The reaction liquid was concentrated under reduced pressure, and aqueous saturated ammonium chloride was added to the residue, then extracted with chloroform, and dried with anhydrous magnesium sul... Starting materials: C1(CCCC1)NC(=S)N (cyclopentyl-thiourea), BrCC(=O)C1=CC=C(C=C1)C(C)C (2-bromo-1-(4-isopropyl-phenyl)-ethanone). RXN SMILES: [CH:1]1([NH:6][C:7]([NH2:9])=[S:8])[CH2:5][CH2:4][CH2:3][CH2:2]1.Br[CH2:11][C:12]([C:14]1[CH:19]=[CH:18][C:17]([CH:20]([CH3:22])[CH3:21])=[CH:16][CH:15]=1)=O>>[CH:1]1([NH:6][C:7]2[S:8][CH:11]=[C:12]([C:14]3[CH:19]=[CH:18][C:17]([CH:20]([CH3:22])[CH3:21])=[CH:16][CH:15]=3)[N:9]=2)[CH2:5][CH2:4][CH2:3][CH2:2]1. Product: C1(CCCC1)NC=1SC=C(N1)C1=CC=C(C=C1)C(C)C (Cyclopentyl-[4-(4-isopropyl-phenyl)-thiazol-2-yl]-amine), product. Procedure: Cyclopentyl-[4-(4-isopropyl-phenyl)-thiazol-2-yl]-amine was prepared following procedure B using cyclopentyl-thiourea (1.6 g, 10.7 mmol) and 2-bromo-1-(4-isopropyl-phenyl)-ethanone (2.6 g, 10.7 mmol). Purification (Silica gel, ethyl acetate/hexane 5:95) provided the product (2.9 g). LCMS m/z: 287 (M+1)+.